From a dataset of the Open Reaction Database (ORD), a public repository of structured organic reaction records. describe an organic reaction: reactants, conditions, products, and yield The reactants are CC(=O)Cl, CC(=O)NCCSc1ccc(O)cc1, c1ccncc1. Yields the product CC(=O)NCCSc1ccc(OC(C)=O)cc1. As a reaction SMILES: [CH3:15][C:16]([Cl:17])=[O:18].[OH:1][c:2]1[cH:3][cH:4][c:5]([S:8][CH2:9][CH2:10][NH:11][C:12]([CH3:13])=[O:14])[cH:6][cH:7]1.[cH:19]1[cH:20][cH:21][n:22][cH:23][cH:24]1>>[O:1]([c:2]1[cH:3][cH:4][c:5]([S:8][CH2:9][CH2:10][NH:11][C:12]([CH3:13])=[O:14])[cH:6][cH:7]1)[C:16]([CH3:15])=[O:18].